Dataset: the Open Reaction Database (ORD), a public repository of structured organic reaction records. Task: describe an organic reaction: reactants, conditions, products, and yield Reactants: FC1=CC=C(C=C1)[C@@H]1N(CC[C@@H](C1)C1=CC(NO1)=O)C(=O)OC ((2R,4S)-Methyl 2-(4-fluorophenyl)-4-(3-oxo-2,3-dihydroisoxazol-5-yl)piperidine-1-carboxylate), Br (hydrogen bromide). Conditions: time 8 hour. Yields the product FC1=CC=C(C=C1)[C@@H]1NCC[C@@H](C1)C1=CC(NO1)=O (5-((2R,4S)-2-(4-Fluorophenyl)piperidin-4-yl)isoxazol-3(2H)-one). Isolated yield 23.8%. RXN SMILES: [F:1][C:2]1[CH:7]=[CH:6][C:5]([C@H:8]2[CH2:13][C@@H:12]([C:14]3[O:18][NH:17][C:16](=[O:19])[CH:15]=3)[CH2:11][CH2:10][N:9]2C(OC)=O)=[CH:4][CH:3]=1.Br>>[F:1][C:2]1[CH:7]=[CH:6][C:5]([C@H:8]2[CH2:13][C@@H:12]([C:14]3[O:18][NH:17][C:16](=[O:19])[CH:15]=3)[CH2:11][CH2:10][NH:9]2)=[CH:4][CH:3]=1. Reported procedure: (2R,4S)-Methyl 2-(4-fluorophenyl)-4-(3-oxo-2,3-dihydroisoxazol-5-yl)piperidine-1-carboxylate (0.86 g, 2.68 mmol) was dissolved in hydrogen bromide (33% in acetic acid, 15.52 mL, 88.60 mmol) and the solution stirred at room temperature overnight. The solvent was evaporated and the residue was purified by preparative HPLC (Instrument: Agilent, Mobilphase: gradient 5-95% MeCN in 0.2% NH3, pH10, Column: Xbridge Prep C18 5 μm OBD 19*150 mm) and on a XBridge C18 column (10 μm 250×19 ID mm) using a gra... The reactants are C([O-])([O-])=O.[K+].[K+] (potassium carbonate), CI (methyl iodide), FC1=C(C=CC=C1)C1=N[C@H](C(NC2=C1C=C(C=C2)[N+](=O)[O-])=O)C ((S)-5-(o-fluorophenyl)-1,3-dihydro-3-methyl-7-nitro-2H-1,4-benzodiazepin-2-one). Solvent: CC(=O)C (acetone). Run at time 5 hour. Product: FC1=C(C=CC=C1)C1=N[C@H](C(N(C2=C1C=C(C=C2)[N+](=O)[O-])C)=O)C ((S)-5-(o-fluorophenyl)-1,3-dihydro-1,3-dimethyl-7-nitro-2H-1,4-benzodiazepin-2-one). RXN SMILES: [F:1][C:2]1[CH:7]=[CH:6][CH:5]=[CH:4][C:3]=1[C:8]1[C:14]2[CH:15]=[C:16]([N+:19]([O-:21])=[O:20])[CH:17]=[CH:18][C:13]=2[NH:12][C:11](=[O:22])[C@H:10]([CH3:23])[N:9]=1.[C:24](=O)([O-])[O-].[K+].[K+].CI>CC(C)=O>[F:1][C:2]1[CH:7]=[CH:6][CH:5]=[CH:4][C:3]=1[C:8]1[C:14]2[CH:15]=[C:16]([N+:19]([O-:21])=[O:20])[CH:17]=[CH:18][C:13]=2[N:12]([CH3:24])[C:11](=[O:22])[C@H:10]([CH3:23])[N:9]=1 |f:1.2.3|. Reported procedure: 57.5 g (0.18 M) of (S)-5-(o-fluorophenyl)-1,3-dihydro-3-methyl-7-nitro-2H-1,4-benzodiazepin-2-one are dissolved in 600 ml of absolute acetone. The solution is treated with 48 g of powdered potassium carbonate and 21 ml of methyl iodide and stirred at room temperature for 5 hours. The mixture is concentrated and the residue is treated with ice-water and extracted several times with methylene chloride. The methylene chloride solution is washed with water, dried over sodium sulphate, filtered and c... Reactants: CN1N=C(C=C1OC1=NC(=CC=C1)C#N)C(F)(F)F (2-(1-methyl-3-trifluoromethylpyrazol-5-yloxy)-6-cyanopyridine), [H][H] (hydrogen). Reagents/catalysts: [OH-].[OH-].[Pd+2] (Pd(OH)2). The solvent is C(C)(=O)O (acetic acid). Run at time 2 hour. Yields the product CN1N=C(C=C1OC1=NC(=CC=C1)CN)C(F)(F)F (2-(1-Methyl-3-trifluoromethylpyrazol-5-yloxy)-6-(aminomethyl)-pyridine). Reaction SMILES: [CH3:1][N:2]1[C:6]([O:7][C:8]2[CH:13]=[CH:12][CH:11]=[C:10]([C:14]#[N:15])[N:9]=2)=[CH:5][C:4]([C:16]([F:19])([F:18])[F:17])=[N:3]1.[H][H]>C(O)(=O)C.[OH-].[OH-].[Pd+2]>[CH3:1][N:2]1[C:6]([O:7][C:8]2[CH:13]=[CH:12][CH:11]=[C:10]([CH2:14][NH2:15])[N:9]=2)=[CH:5][C:4]([C:16]([F:19])([F:17])[F:18])=[N:3]1 |f:3.4.5|. Procedure: 7.00 g (26.1 mmol) of 2-(1-methyl-3-trifluoromethylpyrazol-5-yloxy)-6-cyanopyridine were dissolved in 150 ml of glacial acetic acid, admixed with 1.40 g of Pd(OH)2, 20% on charcoal, and hydrogenated under a hydrogen overpressure of 17 bar. After 2 h, the catalyst was removed by filtration and the filtrate was concentrated by evaporation. The residue was taken up in water, admixed with 20 ml of 2 N HCl and subjected to multiple extraction with ethyl acetate. The aqueous phase was subsequently adj... The reactants are N#N (N2), FC=1C=C(C=CC1)C1=C(N=CS1)C(=O)Cl (5-(3-fluoro-phenyl)-thiazole-4-carbonyl chloride), C(C)(C)(C)OC(NC=1N=C(OC1)CCCCC(C)=O)=O ([2-(5-oxo-hexyl)-oxazol-4-yl]-carbamic acid tert-butyl ester), [H-].[Na+] (NaH). Run in O (Water), C1CCOC1 (THF), C1CCOC1 (THF), C1CCOC1 (THF). Reaction conditions: temperature 0 celsius, time 30 minute. Yields the product C(C)(C)(C)OC(N(C=1N=C(OC1)CCCCC(C)=O)C(=O)C=1N=CSC1C1=CC(=CC=C1)F)=O ([5-(3-Fluoro-phenyl)-thiazole-4-carbonyl]-[2-(5-oxo-hexyl)-oxazol-4-yl]-carbamic acid tert-butyl ester). Reaction SMILES: N#N.[C:3]([O:7][C:8](=[O:22])[NH:9][C:10]1[N:11]=[C:12]([CH2:15][CH2:16][CH2:17][CH2:18][C:19](=[O:21])[CH3:20])[O:13][CH:14]=1)([CH3:6])([CH3:5])[CH3:4].[H-].[Na+].[F:25][C:26]1[CH:27]=[C:28]([C:32]2[S:36][CH:35]=[N:34][C:33]=2[C:37](Cl)=[O:38])[CH:29]=[CH:30][CH:31]=1>C1COCC1.O>[C:3]([O:7][C:8](=[O:22])[N:9]([C:37]([C:33]1[N:34]=[CH:35][S:36][C:32]=1[C:28]1[CH:29]=[CH:30][CH:31]=[C:26]([F:25])[CH:27]=1)=[O:38])[C:10]1[N:11]=[C:12]([CH2:15][CH2:16][CH2:17][CH2:18][C:19](=[O:21])[CH3:20])[O:13][CH:14]=1)([CH3:6])([CH3:4])[CH3:5] |f:2.3|. Procedure: In a flame dried round-bottomed flask equipped with a magnetic stir bar and under inert atmosphere (N2), a solution of [2-(5-oxo-hexyl)-oxazol-4-yl]-carbamic acid tert-butyl ester (50 mg, 0.18 mL) in THF (1.0 mL) was added to a suspension of NaH (19 mg, 0.43 mmol) in THF (0.5 mL) at 0° C. The resulting suspension was stirred at 0° C. for 5 min and at rt for 30 min. It was cooled to 0° C. and treated dropwise with a solution of the above prepared 5-(3-fluoro-phenyl)-thiazole-4-carbonyl chloride i... Starting materials: ClC1=C(C=CC(=N1)C(=O)O)C#N (6-chloro-5-cyanopicolinic acid), ClC1=CC=C(C=C1)CS (4-chlorophenyl methanethiol), CsCO3. Run in CN(C=O)C (dimethylformamide). Reaction conditions: temperature 45 celsius. Yields the product ClC1=CC=C(CSC2=C(C=CC(=N2)C(=O)O)C#N)C=C1 (6-(4-chlorobenzylthio)-5-cyanopicolinic acid). Isolated yield 82.0%. Reaction SMILES: Cl[C:2]1[N:7]=[C:6]([C:8]([OH:10])=[O:9])[CH:5]=[CH:4][C:3]=1[C:11]#[N:12].[Cl:13][C:14]1[CH:19]=[CH:18][C:17]([CH2:20][SH:21])=[CH:16][CH:15]=1>CN(C)C=O>[Cl:13][C:14]1[CH:19]=[CH:18][C:17]([CH2:20][S:21][C:2]2[N:7]=[C:6]([C:8]([OH:10])=[O:9])[CH:5]=[CH:4][C:3]=2[C:11]#[N:12])=[CH:16][CH:15]=1. Reported procedure: A mixture of 6-chloro-5-cyanopicolinic acid (30 mg, 0.16 mmol), 4-chlorophenyl methanethiol (24 ul, 0.18 mmol), and CsCO3 (156 mg, 0.48 mmol) in dimethylformamide (2 ml) was heated for 16 hrs at 45° C. After removal of the solvent, the residue was treated with water (2 ml) and acidified with 1N-HCl to pH2. The precipitate was collected by filtration and dried under vacuum to afford 40 mg (82%) of the desired product 52. 1H NMR (600 MHz, DMSO-d6) δ 13.6 (br s, 1H), 8.46 (d, 1H, J=7.8 Hz), 8.15 (d...